This data is from the Open Reaction Database (ORD), a public repository of structured organic reaction records. The task is: describe an organic reaction: reactants, conditions, products, and yield Starting materials: N#C[Cu]C#N, Nc1ccc(-c2nc3cc(F)ccc3s2)cc1I, CN(C)C=O. Yields the product N#Cc1cc(-c2nc3cc(F)ccc3s2)ccc1N. As a reaction SMILES: [Cu:19]([C:20]#[N:21])[C:22]#[N:23].[F:1][c:2]1[cH:3][cH:4][c:5]2[c:6]([n:7][c:8](-[c:10]3[cH:11][c:12]([I:17])[c:13]([NH2:16])[cH:14][cH:15]3)[s:9]2)[cH:18]1.[O:24]=[CH:25][N:26]([CH3:27])[CH3:28]>>[F:1][c:2]1[cH:3][cH:4][c:5]2[c:6]([n:7][c:8](-[c:10]3[cH:11][c:12]([C:20]#[N:21])[c:13]([NH2:16])[cH:14][cH:15]3)[s:9]2)[cH:18]1. Starting materials: CO, [H][H], COC(=O)CCNC(=O)c1ccc2c(c1)nc(-c1ccc3c(c1)CCC3=NO)n2C. Yields the product COC(=O)CCNC(=O)c1ccc2c(c1)nc(-c1ccc3c(c1)CCC3N)n2C. Reaction SMILES: [CH3:33][OH:34].[H:31][H:32].[OH:1][N:2]=[C:3]1[CH2:4][CH2:5][c:6]2[cH:7][c:8](-[c:12]3[n:13][c:14]4[c:15]([n:16]3[CH3:17])[cH:18][cH:19][c:20]([C:22](=[O:23])[NH:24][CH2:25][CH2:26][C:27](=[O:28])[O:29][CH3:30])[cH:21]4)[cH:9][cH:10][c:11]21>>[NH2:2][CH:3]1[CH2:4][CH2:5][c:6]2[cH:7][c:8](-[c:12]3[n:13][c:14]4[c:15]([n:16]3[CH3:17])[cH:18][cH:19][c:20]([C:22](=[O:23])[NH:24][CH2:25][CH2:26][C:27](=[O:28])[O:29][CH3:30])[cH:21]4)[cH:9][cH:10][c:11]21. Reactants: C12CCCC(NC1=O)C2 (6-azabicyclo[3,2,1]-octan-7-one), OO (hydrogen peroxide), C(=O)([O-])[O-].[K+].[K+] (K2CO3), P(=O)(Cl)(Cl)Cl (phosphorus oxychloride), imidoyl chloride, ClC=1C=C(C(C(=O)O)=C(C1)Cl)N (4,6-dichloroanthranilic acid), N1C(=O)C(=O)C2=CC=CC=C12 (isatine), ClC1=C(C(C(=O)O)=CC=C1)N (3-chloroanthranilic acid). The solvent is C(Cl)(Cl)Cl (chloroform), C(C)N(CC)CC (triethylamine), C(Cl)(Cl)Cl (chloroform). Conditions: time 4 hour. Yields the product ClC1=C2C(N3C(=NC2=CC(=C1)Cl)C1CCCC3C1)=O (1,3-Dichloro-7,8,9,10-tetrahydro-6,10-methanoazepino[2,1-b]quinazolin-12(6H)-one). Reaction SMILES: [CH:1]12[CH2:9][CH:5]([NH:6][C:7]1=O)[CH2:4][CH2:3][CH2:2]2.P(Cl)(Cl)(Cl)=O.[Cl:15][C:16]1[CH:17]=[C:18]([NH2:26])[C:19](=[C:23]([Cl:25])[CH:24]=1)[C:20](O)=[O:21].N1C2C(=CC=CC=2)C(=O)C1=O.OO.ClC1C=CC=C(C(O)=O)C=1N.C([O-])([O-])=O.[K+].[K+]>C(Cl)(Cl)Cl.C(N(CC)CC)C>[Cl:25][C:23]1[CH:24]=[C:16]([Cl:15])[CH:17]=[C:18]2[C:19]=1[C:20](=[O:21])[N:6]1[CH:5]3[CH2:9][CH:1]([CH2:2][CH2:3][CH2:4]3)[C:7]1=[N:26]2 |f:6.7.8|. Reported procedure: To a solution of 3.82 g of 6-azabicyclo[3,2,1]-octan-7-one (R. L. Augustine and L. A. Bag, J. Org. Chem., 40:1074 (1975)) in 25 mL of chloroform was added 4 mL of phosphorus oxychloride. After the mildly exothermic reaction ceased, the mixture was stirred at room temperature for 4 hours. 6.3 g of 4,6-dichloroanthranilic acid (prepared from the corresponding isatine: T. Sandmeyer, Helv. Chim. Acta, 2:234 (1919), by oxidation with alkaline hydrogen peroxide, following the procedure described by Ba... Starting materials: ClCCl (dichloromethane), ClCC(=O)Cl (chloroacetyl chloride), NC1(C(C1)CO)C1=C(C=CC(=C1)Br)F ([(1RS,2SR)-2-amino-2-(5-bromo-2-fluoro-phenyl)-cyclopropyl]-methanol). Solvent: O (water), [Cl-].[Na+].O (brine), C(C)(=O)OCC (ethyl acetate), C(=O)(O)[O-].[Na+] (NaHCO3). Conditions: temperature 0 celsius, time 30 minute. Yields the product BrC=1C=CC(=C(C1)C1(C(C1)CO)NC(CCl)=O)F (N-[(1SR,2RS)-1-(5-Bromo-2-fluoro-phenyl)-2-hydroxymethyl-cyclopropyl]-2-chloro-acetamide). Reaction SMILES: [NH2:1][C:2]1([C:7]2[CH:12]=[C:11]([Br:13])[CH:10]=[CH:9][C:8]=2[F:14])[CH2:4][CH:3]1[CH2:5][OH:6].ClCCl.[Cl:18][CH2:19][C:20](Cl)=[O:21]>C([O-])(O)=O.[Na+].O.[Cl-].[Na+].O.C(OCC)(=O)C>[Br:13][C:11]1[CH:10]=[CH:9][C:8]([F:14])=[C:7]([C:2]2([NH:1][C:20](=[O:21])[CH2:19][Cl:18])[CH2:4][CH:3]2[CH2:5][OH:6])[CH:12]=1 |f:3.4,6.7.8|. Procedure details: To a vigorously stirred mixture of [(1RS,2SR)-2-amino-2-(5-bromo-2-fluoro-phenyl)-cyclopropyl]-methanol (intermediate B8A) (387 mg, 1.49 mmol) in sat. aqueous NaHCO3-sol. (5 ml) and dichloromethane (DCM) (7 ml) at 0° C. was added chloroacetyl chloride (130 ul, 1.64 mmol) and the mixture was stirred at 0° C. for 30 min. Diluted with water, brine and ethyl acetate (EtOAc), separated phases, dried organic layer over sodium sulfate. Removal of the solvent in vacuum left the title compound as an off-... As a reaction SMILES: [CH3:21][OH:22].[NH2:5][CH:6]([C:7](=[O:8])[OH:9])[CH2:10][c:11]1[cH:12][c:13]([CH2:19][CH3:20])[c:14]([CH2:17][CH3:18])[cH:15][cH:16]1.[S:1]([Cl:2])([Cl:3])=[O:4]>>[NH2:5][CH:6]([C:7](=[O:8])[O:9][CH3:21])[CH2:10][c:11]1[cH:12][c:13]([CH2:19][CH3:20])[c:14]([CH2:17][CH3:18])[cH:15][cH:16]1. Reactants: CO, CCc1ccc(CC(N)C(=O)O)cc1CC, O=S(Cl)Cl. Product: CCc1ccc(CC(N)C(=O)OC)cc1CC. Starting materials: C[Mg]Cl (methylmagnesium chloride), BrC1=C2C[C@@H](N=CC2=CC=C1)CO[Si](C)(C)C(C)(C)C ((3R)-5-bromo-3-({[tert-butyl(dimethyl)silyl]oxy}methyl)-3,4 dihydroisoquinoline), BrC1=C2C[C@@H](N=CC2=CC=C1)CO[Si](C)(C)C(C)(C)C ((3R)-5-bromo-3-({[tert-butyl(dimethyl)silyl]oxy}methyl)-3,4 dihydroisoquinoline). Solvent: hexanes, C(C)OCC (diethyl ether). Conditions: temperature -78 celsius, time 8 hour. The product is BrC1=C2C[C@@H](N[C@H](C2=CC=C1)C)CO[Si](C)(C)C(C)(C)C ((1S,3R)-5-bromo-3-({[tert-butyl(dimethyl)silyl]oxy}methyl)-1-methyl-1,2,3,4-tetrahydroisoquinoline). Yield: 106.4%. Reaction SMILES: [Br:1][C:2]1[CH:11]=[CH:10][CH:9]=[C:8]2[C:3]=1[CH2:4][C@H:5]([CH2:12][O:13][Si:14]([C:17]([CH3:20])([CH3:19])[CH3:18])([CH3:16])[CH3:15])[N:6]=[CH:7]2.[CH3:21][Mg]Cl>C(OCC)C>[Br:1][C:2]1[CH:11]=[CH:10][CH:9]=[C:8]2[C:3]=1[CH2:4][C@H:5]([CH2:12][O:13][Si:14]([C:17]([CH3:20])([CH3:19])[CH3:18])([CH3:15])[CH3:16])[NH:6][C@H:7]2[CH3:21]. Procedure: Dissolve (3R)-5-bromo-3-({[tert-butyl(dimethyl)silyl]oxy}methyl)-3,4 dihydroisoquinoline (3.4 g, 9.59 mmol) in diethyl ether (160 mL). Cool to −78° C. on a dry ice-acetone bath. Add methylmagnesium chloride (26.9 mL, 80.6 mmol, 3M in THF) dropwise. Warm the reaction mixture slowly to room temperature and stir overnight. Quench with saturated ammonium chloride solution slowly. Extract with dichloromethane and dry over sodium sulfate, filter, and concentrate under reduced pressure. Combine with th...